From a dataset of the Open Reaction Database (ORD), a public repository of structured organic reaction records. describe an organic reaction: reactants, conditions, products, and yield Reactants: BrCCBr, Clc1ccc(Br)nc1, C1CCOC1, C[Si](C)(C)Cl, CC(C)(C)OC(=O)N1CCC(I)CC1, O=C(C=Cc1ccccc1)C=Cc1ccccc1, O=C(C=Cc1ccccc1)C=Cc1ccccc1, O=C(C=Cc1ccccc1)C=Cc1ccccc1, [Pd], [Pd]. Product: CC(C)(C)OC(=O)N1CCC(c2ccc(Cl)cn2)CC1. As a reaction SMILES: [Br:1][CH2:2][CH2:3][Br:4].[Br:24][c:25]1[n:26][cH:27][c:28]([Cl:31])[cH:29][cH:30]1.[CH2:32]1[O:33][CH2:34][CH2:35][CH2:36]1.[CH3:5][Si:6]([Cl:7])([CH3:8])[CH3:9].[I:10][CH:11]1[CH2:12][CH2:13][N:14]([C:17](=[O:18])[O:19][C:20]([CH3:21])([CH3:22])[CH3:23])[CH2:15][CH2:16]1.[O:39]=[C:40]([CH:41]=[CH:42][c:43]1[cH:44][cH:45][cH:46][cH:47][cH:48]1)[CH:49]=[CH:50][c:51]1[cH:52][cH:53][cH:54][cH:55][cH:56]1.[O:57]=[C:58]([CH:59]=[CH:60][c:61]1[cH:62][cH:63][cH:64][cH:65][cH:66]1)[CH:67]=[CH:68][c:69]1[cH:70][cH:71][cH:72][cH:73][cH:74]1.[O:75]=[C:76]([CH:77]=[CH:78][c:79]1[cH:80][cH:81][cH:82][cH:83][cH:84]1)[CH:85]=[CH:86][c:87]1[cH:88][cH:89][cH:90][cH:91][cH:92]1.[Pd:37].[Pd:38]>>[CH:11]1([c:25]2[n:26][cH:27][c:28]([Cl:31])[cH:29][cH:30]2)[CH2:12][CH2:13][N:14]([C:17](=[O:18])[O:19][C:20]([CH3:21])([CH3:22])[CH3:23])[CH2:15][CH2:16]1. Starting materials: C1(=CC=C(C=C1)C(=O)N1[C@@H](CC(C1)=NOC)C(N)=NO)C1=CC=CC=C1 ((2S,4EZ)-1-([1,1′-biphenyl]-4-ylcarbonyl)-N′-hydroxy-4-(methoxyimino)-2-pyrrolidinecarboximidamide), C1(=CC=C(C=C1)C(=O)N1[C@@H](CC(C1)=NOC)C(N)=NO)C1=CC=CC=C1 ((2S,4EZ)-1-([1,1′-biphenyl]-4-ylcarbonyl)-N′-hydroxy-4-(methoxyimino)-2-pyrrolidinecarboximidamide), S1C=C(C=C1)C(=O)O (3-thiophenecarboxylic acid). The product is CON=C1CN([C@@H](C1)C1=NOC(=N1)C1=CSC=C1)C(=O)C1=CC=C(C=C1)C1=CC=CC=C1 ((3EZ,5S)-1-([1,1′-biphenyl]-4-ylcarbonyl)-5-[5-(3-thienyl)-1,2,4-oxadiazol-3-yl]-3-pyrrolidinone O-methyloxime). RXN SMILES: [C:1]1([C:21]2[CH:26]=[CH:25][CH:24]=[CH:23][CH:22]=2)[CH:6]=[CH:5][C:4]([C:7]([N:9]2[CH2:13][C:12](=[N:14][O:15][CH3:16])[CH2:11][C@H:10]2[C:17](=[N:19][OH:20])[NH2:18])=[O:8])=[CH:3][CH:2]=1.[S:27]1[CH:31]=[CH:30][C:29]([C:32](O)=O)=[CH:28]1>>[CH3:16][O:15][N:14]=[C:12]1[CH2:11][C@@H:10]([C:17]2[N:18]=[C:32]([C:29]3[CH:30]=[CH:31][S:27][CH:28]=3)[O:20][N:19]=2)[N:9]([C:7]([C:4]2[CH:3]=[CH:2][C:1]([C:21]3[CH:26]=[CH:25][CH:24]=[CH:23][CH:22]=3)=[CH:6][CH:5]=2)=[O:8])[CH2:13]1. Procedure details: Following the general method as outlined in Example 15, starting from (2S,4EZ)-1-([1,1′-biphenyl]-4-ylcarbonyl)-N′-hydroxy-4-(methoxyimino)-2-pyrrolidinecarboximidamide (Intermediate 8) and 3-thiophenecarboxylic acid, the title compound was obtained in 64% purity by HPLC. MS(ESI+): m/z=445.2. Starting materials: solution, [F-].C(CCC)[N+](CCCC)(CCCC)CCCC (tetra-n-butylammonium fluoride), C1CCOC1 (THF), C1COC(=O)N1P(=O)(N2CCOC2=O)Cl (BOP-Cl), OC1(CN(C1)C(=O)OC(C)(C)C)C1=CC=C(C=C1)C(N)=NO (tert-butyl 3-hydroxy-3-(4-(N′-hydroxycarbamimidoyl)phenyl)azetidine-1-carboxylate), OC1(CN(C1)C(=O)OC(C)(C)C)C1=CC=C(C=C1)C(N)=NO (tert-butyl 3-hydroxy-3-(4-(N′-hydroxycarbamimidoyl)phenyl)azetidine-1-carboxylate), ClC=1C=C(C=C(C1)Cl)C1(CCCCC1)CCC(=O)O (3-(1-(3,5-dichlorophenyl)cyclohexyl)propanoic acid), C(C)(C)N(CC)C(C)C (diisopropylethyl amine). Run in C(C)(=O)OCC (ethyl acetate), CN(C)C=O (DMF). Conditions: time 2 hour. Product: ClC=1C=C(C=C(C1)Cl)C1(CCCCC1)CCC1=NC(=NO1)C1=CC=C(C=C1)C1(CN(C1)C(=O)OC(C)(C)C)O (tert-butyl 3-(4-(5-(2-(1-(3,5-dichlorophenyl)cyclohexyl)ethyl)-1,2,4-oxadiazol-3-yl)phenyl)-3-hydroxyazetidine-1-carboxylate). Yield: 75.2%. As a reaction SMILES: C1N(P(Cl)(N2C(=O)OCC2)=O)C(=O)OC1.[OH:16][C:17]1([C:28]2[CH:33]=[CH:32][C:31]([C:34](=[N:36][OH:37])[NH2:35])=[CH:30][CH:29]=2)[CH2:20][N:19]([C:21]([O:23][C:24]([CH3:27])([CH3:26])[CH3:25])=[O:22])[CH2:18]1.[Cl:38][C:39]1[CH:40]=[C:41]([C:46]2([CH2:52][CH2:53][C:54](O)=O)[CH2:51][CH2:50][CH2:49][CH2:48][CH2:47]2)[CH:42]=[C:43]([Cl:45])[CH:44]=1.C(N(C(C)C)CC)(C)C.[F-].C([N+](CCCC)(CCCC)CCCC)CCC.C1COCC1>CN(C=O)C.C(OCC)(=O)C>[Cl:38][C:39]1[CH:40]=[C:41]([C:46]2([CH2:52][CH2:53][C:54]3[O:37][N:36]=[C:34]([C:31]4[CH:32]=[CH:33][C:28]([C:17]5([OH:16])[CH2:20][N:19]([C:21]([O:23][C:24]([CH3:27])([CH3:26])[CH3:25])=[O:22])[CH2:18]5)=[CH:29][CH:30]=4)[N:35]=3)[CH2:51][CH2:50][CH2:49][CH2:48][CH2:47]2)[CH:42]=[C:43]([Cl:45])[CH:44]=1 |f:4.5|. Reported procedure: BOP-Cl (36.4 mg, 0.143 mmol) was added to a mixture of crude tert-butyl 3-hydroxy-3-(4-(N′-hydroxycarbamimidoyl)phenyl)azetidine-1-carboxylate (Intermediate 4, 40 mg, 0.13 mmol), 3-(1-(3,5-dichlorophenyl)cyclohexyl)propanoic acid (39.2 mg, 0.13 mmol) and diisopropylethyl amine (0.045 mL, 0.26 mmol) in DMF (3 mL). The mixture was stirred at room temperature for 2 h, and a 1M solution of tetra-n-butylammonium fluoride in THF (0.13 mL, 0.13 mmol) was added. The mixture was heated to 80° C. overnigh... Reactants: N(=[N+]=[N-])[C@H]1[C@H]([C@]2(C)[C@@H](C1)[C@@H]1CCC=3C=C(C=CC3[C@H]1CC2)OC)O (16α-azido-3-methoxy-estra-1,3,5(10)-triene-17α-ol), O.NN (hydrazine hydrate). The reagents and catalysts are [Ni] (Raney nickel). Run in CO (methanol). Yields the product N[C@H]1[C@H]([C@]2(C)[C@@H](C1)[C@@H]1CCC=3C=C(C=CC3[C@H]1CC2)OC)O (16α-Amino-3-methoxy-estra-1,3,5(10)-triene-17α-ol). RXN SMILES: [N:1]([C@@H:4]1[CH2:9][C@H:8]2[C@H:10]3[C@H:19]([CH2:20][CH2:21][C@:6]2([CH3:7])[C@@H:5]1[OH:24])[C:18]1[CH:17]=[CH:16][C:15]([O:22][CH3:23])=[CH:14][C:13]=1[CH2:12][CH2:11]3)=[N+]=[N-].O.NN>[Ni].CO>[NH2:1][C@@H:4]1[CH2:9][C@H:8]2[C@H:10]3[C@H:19]([CH2:20][CH2:21][C@:6]2([CH3:7])[C@@H:5]1[OH:24])[C:18]1[CH:17]=[CH:16][C:15]([O:22][CH3:23])=[CH:14][C:13]=1[CH2:12][CH2:11]3 |f:1.2|. Procedure details: 2.0 g 16α-azido-3-methoxy-estra-1,3,5(10)-triene-17α-ol are reduced with 40 ml methanol, 4 ml of 80% hydrazine hydrate and 2 spatula tips Raney nickel in the above described manner. Recrystallization is performed from methanol/ether. Yield: 1.3 g (71%), F: at 145° C. conversion, at 193-198° C. melting; [α]D+44° (pyridine); Reactants: BrC=1C=C(C=NC1)C(C)(C)O (2-(5-bromo-pyridin-3-yl)-propan-2-ol), C(C)#N (acetonitrile), FC(C(=O)O)(F)F (trifluoroacetic acid). Product: BrC=1C=C(C=NC1)C(C)(C)NC(C)=O (N-[1(5-bromo-pyridin-3-yl)-1-methyl-ethyl]-acetamide). RXN SMILES: [Br:1][C:2]1[CH:3]=[C:4]([C:8](O)([CH3:10])[CH3:9])[CH:5]=[N:6][CH:7]=1.F[C:13](F)(F)[C:14]([OH:16])=O.C(#[N:21])C>>[Br:1][C:2]1[CH:3]=[C:4]([C:8]([NH:21][C:14](=[O:16])[CH3:13])([CH3:10])[CH3:9])[CH:5]=[N:6][CH:7]=1. Reported procedure: To the mixture of 2-(5-bromo-pyridin-3-yl)-propan-2-ol (700 mg, 3.24 mmol) in acetonitrile (14 mL) is added dropwise boron trifluoride diethyl ether complex (1.1 mL, 8.7 mmol) at room temperature. Then trifluoroacetic acid (1.8 ml, 23 mmol) is added dropwise and the reaction mixture is heated to reflux for 16 hrs. All the solvent is removed in vacuo and DCM is added. 1.0 M Na2CO3 solution is used to adjust the pH of aqueous phase to 8. The aqueous layer is separated and extracted with DCM twice.... The reactants are ClC=1C=C(C=CC1)N1N=CC(=C(C1=O)C1=CC=C(C=C1)F)C1=CC(=C(C=C1)SC)C (2-(3-Chlorophenyl)-4-(4-fluorophenyl)-5-[3-methyl-4-(methylthio)phenyl]-3(2H)-pyridazinone), ClC=1C=C(C=CC1)N1N=CC(=C(C1=O)OC)C1=CC(=C(C=C1)SC)C (2-(3-chlorophenyl)-4-methoxy-5-[3-methyl-4-(methylthio)phenyl]-3(2H)-pyridazinone), FC1=CC=C(C=C1)[Mg]Br (4-fluorophenyl magnesium bromide). Yields the product ClC=1C=C(C=CC1)N1N=CC(=C(C1=O)C)C1=CC(=C(C=C1)SC)C (2-(3-Chlorophenyl)-4-methyl-5-[3-methyl-4-(methylthio)phenyl]-3(2H)-pyridazinone). RXN SMILES: [Cl:1][C:2]1[CH:3]=[C:4]([N:8]2[C:13](=[O:14])[C:12]([C:15]3C=CC(F)=CC=3)=[C:11]([C:22]3[CH:27]=[CH:26][C:25]([S:28][CH3:29])=[C:24]([CH3:30])[CH:23]=3)[CH:10]=[N:9]2)[CH:5]=[CH:6][CH:7]=1.ClC1C=C(N2C(=O)C(OC)=C(C3C=CC(SC)=C(C)C=3)C=N2)C=CC=1.FC1C=CC([Mg]Br)=CC=1>>[Cl:1][C:2]1[CH:3]=[C:4]([N:8]2[C:13](=[O:14])[C:12]([CH3:15])=[C:11]([C:22]3[CH:27]=[CH:26][C:25]([S:28][CH3:29])=[C:24]([CH3:30])[CH:23]=3)[CH:10]=[N:9]2)[CH:5]=[CH:6][CH:7]=1. Procedure details: 2-(3-Chlorophenyl)-4-(4-fluorophenyl)-5-[3-methyl-4-(methylthio)phenyl]-3(2H)-pyridazinone, was prepared according to the method of Example 228, starting with 2-(3-chlorophenyl)-4-methoxy-5-[3-methyl-4-(methylthio)phenyl]-3(2H)-pyridazinone in place of 2-(4-fluorophenyl)-4-methoxy-5-[4-(methylthio)phenyl]-3(2H)-pyridazinone and substituting 4-fluorophenyl magnesium bromide in place of cyclohexylmagnesium chloride (yield: 180 mg, 94%). 1H NMR (300 MHz, CDCl3) δ 2.25 (s, 3H), 2.56 (s, 3H), 7.28-7.... The reactants are ClC1=CC=C2C=C(C(N(C2=C1)C1=CC=CC=C1)=O)CCl (7-chloro-1-phenyl-3-chloromethyl-2(1H)-quinolone), N1N=NC=C1.[Na] (sodium triazole), CN(C)C=O (DMF). The product is C1(=CC=CC=C1)N1C(C(=CC2=CC=C(C=C12)Cl)CN1N=CN=C1)=O (1-phenyl-7-chloro-3-(1H-1,2,4-triazol-1-ylmethyl)-2(1H)-quinolone). Reaction SMILES: [Cl:1][C:2]1[CH:11]=[C:10]2[C:5]([CH:6]=[C:7]([CH2:19]Cl)[C:8](=[O:18])[N:9]2[C:12]2[CH:17]=[CH:16][CH:15]=[CH:14][CH:13]=2)=[CH:4][CH:3]=1.N1C=[CH:24][N:23]=[N:22]1.[Na].[CH3:27][N:28](C=O)C>>[C:12]1([N:9]2[C:10]3[C:5](=[CH:4][CH:3]=[C:2]([Cl:1])[CH:11]=3)[CH:6]=[C:7]([CH2:19][N:23]3[CH:24]=[N:28][CH:27]=[N:22]3)[C:8]2=[O:18])[CH:17]=[CH:16][CH:15]=[CH:14][CH:13]=1 |f:1.2,^1:25|. Procedure details: Following the procedure of example 22, react 7-chloro-1-phenyl-3-chloromethyl-2(1H)-quinolone with sodium triazole in DMF. Chromatograph to obtain the major product, 1-phenyl-7-chloro-3-(1H-1,2,4-triazol-1-ylmethyl)-2(1H)-quinolone.